Dataset: the Open Reaction Database (ORD), a public repository of structured organic reaction records. Task: describe an organic reaction: reactants, conditions, products, and yield Reactants: CCOC(C)=O, CC(=O)O, COCCn1c(-c2ccc(C(C)C)cc2)nc2cc(C(O)c3ccccc3SC)cc(OC)c21, I, O=[PH2]O. Product: COCCn1c(-c2ccc(C(C)C)cc2)nc2cc(Cc3ccccc3SC)cc(OC)c21. RXN SMILES: [CH3:39][CH2:40][O:41][C:42](=[O:43])[CH3:44].[CH3:45][C:46](=[O:47])[OH:48].[CH:1]([CH3:2])([CH3:3])[c:4]1[cH:5][cH:6][c:7](-[c:10]2[n:11][c:12]3[c:13]([n:14]2[CH2:15][CH2:16][O:17][CH3:18])[c:19]([O:33][CH3:34])[cH:20][c:21]([CH:23]([OH:24])[c:25]2[c:26]([S:31][CH3:32])[cH:27][cH:28][cH:29][cH:30]2)[cH:22]3)[cH:8][cH:9]1.[I:35].[PH2:36](=[O:37])[OH:38]>>[CH:1]([CH3:2])([CH3:3])[c:4]1[cH:5][cH:6][c:7](-[c:10]2[n:11][c:12]3[c:13]([n:14]2[CH2:15][CH2:16][O:17][CH3:18])[c:19]([O:33][CH3:34])[cH:20][c:21]([CH2:23][c:25]2[c:26]([S:31][CH3:32])[cH:27][cH:28][cH:29][cH:30]2)[cH:22]3)[cH:8][cH:9]1. Reactants: solution, [H-] (hydride), COC(CN1C(CCC1)=O)=O (methyl(2-oxopyrrolidin-1-yl)acetate). Solvent: C1(=CC=CC=C1)C (toluene), C1(=CC=CC=C1)C (toluene). Reaction conditions: time 1 hour. The product is O=C1N(CCC1)CC=O (2-oxopyrrolidin-1-yl-acetaldehyde). Isolated yield 14.7%. As a reaction SMILES: [H-].C[O:3][C:4](=O)[CH2:5][N:6]1[CH2:10][CH2:9][CH2:8][C:7]1=[O:11]>C1(C)C=CC=CC=1>[O:11]=[C:7]1[CH2:8][CH2:9][CH2:10][N:6]1[CH2:5][CH:4]=[O:3]. Procedure: A 1.02M solution of diisobutylalminium hydride in toluene (16 ml) was added dropwise to a solution of methyl(2-oxopyrrolidin-1-yl)acetate (1.01 g) in toluene (10 ml) at −78° C., and the mixture was stirred for 1 hour. The reaction solution was quenched with methanol at −78° C., then diluted with a 1N aqueous solution of hydrochloric acid, and allowed to warm to room temperature with stirring. The reaction solution was filtered through celite and then the filtrate was dried up. The residue was pu... The reactants are C(#N)C=1C=C(C=CC1F)S(=O)(=O)N(C1=NC=NS1)CC1=C(C=C(C=C1)OC)OC (3-cyano-N-(2,4-dimethoxybenzyl)-4-fluoro-N-1,2,4-thiadiazol-5-ylbenzenesulfonamide), N1=NC=C(C=C1)C=1C=C(C=CC1O)C1=C(C=CC=C1)C(F)(F)F (3-pyridazin-4-yl-2′-(trifluoromethyl)biphenyl-4-ol), C([O-])([O-])=O.[K+].[K+] (potassium carbonate). Solvent: CS(=O)C (dimethylsulfoxide). Conditions: time 18 hour. Yields the product C(#N)C=1C=C(C=CC1OC1=C(C=C(C=C1)C1=C(C=CC=C1)C(F)(F)F)C1=CN=NC=C1)S(=O)(=O)N(C1=NC=NS1)CC1=C(C=C(C=C1)OC)OC (3-Cyano-N-(2,4-dimethoxybenzyl)-4-{[3-pyridazin-4-yl-2′-(trifluoromethyl)biphenyl-4-yl]oxy}-N-1,2,4-thiadiazol-5-ylbenzenesulfonamide). Yield: 115.5%. Reaction SMILES: [C:1]([C:3]1[CH:4]=[C:5]([S:10]([N:13]([CH2:19][C:20]2[CH:25]=[CH:24][C:23]([O:26][CH3:27])=[CH:22][C:21]=2[O:28][CH3:29])[C:14]2[S:18][N:17]=[CH:16][N:15]=2)(=[O:12])=[O:11])[CH:6]=[CH:7][C:8]=1F)#[N:2].[N:30]1[CH:35]=[CH:34][C:33]([C:36]2[CH:37]=[C:38]([C:43]3[CH:48]=[CH:47][CH:46]=[CH:45][C:44]=3[C:49]([F:52])([F:51])[F:50])[CH:39]=[CH:40][C:41]=2[OH:42])=[CH:32][N:31]=1.C(=O)([O-])[O-].[K+].[K+]>CS(C)=O>[C:1]([C:3]1[CH:4]=[C:5]([S:10]([N:13]([CH2:19][C:20]2[CH:25]=[CH:24][C:23]([O:26][CH3:27])=[CH:22][C:21]=2[O:28][CH3:29])[C:14]2[S:18][N:17]=[CH:16][N:15]=2)(=[O:11])=[O:12])[CH:6]=[CH:7][C:8]=1[O:42][C:41]1[CH:40]=[CH:39][C:38]([C:43]2[CH:48]=[CH:47][CH:46]=[CH:45][C:44]=2[C:49]([F:50])([F:51])[F:52])=[CH:37][C:36]=1[C:33]1[CH:34]=[CH:35][N:30]=[N:31][CH:32]=1)#[N:2] |f:2.3.4|. Reported procedure: To a solution of 3-cyano-N-(2,4-dimethoxybenzyl)-4-fluoro-N-1,2,4-thiadiazol-5-ylbenzenesulfonamide (Preparation 19, 206 mg, 0.474 mmol) and 3-pyridazin-4-yl-2′-(trifluoromethyl)biphenyl-4-ol (Preparation 9, 150 mg, 0.474 mmol) in dimethylsulfoxide (5 mL) was added potassium carbonate (196 mg, 1.42 mmol). The reaction mixture was stirred at room temperature for 18 hours. The reaction mixture was quenched with a 1M aqueous solution of sodium hydroxide whereupon a precipitate formed. The precipita... The reactants are FC1=C(C=CC(=C1)F)NCC=1C=NC=CC1 (3-(2,4-difluorophenylaminomethyl)pyridine), CS(=O)(=O)Cl (methanesulfonyl chloride). Run in ClCCl (dichloromethane). Run at time 8 hour. Yields the product Cl.FC1=C(C=CC(=C1)F)N(S(=O)(=O)C)CC=1C=NC=CC1 (N-(2,4-difluorophenyl)-N-(pyridin-3-ylmethyl)methanesulfonamide, hydrochloride). RXN SMILES: [F:1][C:2]1[CH:7]=[C:6]([F:8])[CH:5]=[CH:4][C:3]=1[NH:9][CH2:10][C:11]1[CH:12]=[N:13][CH:14]=[CH:15][CH:16]=1.[CH3:17][S:18]([Cl:21])(=[O:20])=[O:19]>ClCCl>[ClH:21].[F:1][C:2]1[CH:7]=[C:6]([F:8])[CH:5]=[CH:4][C:3]=1[N:9]([CH2:10][C:11]1[CH:12]=[N:13][CH:14]=[CH:15][CH:16]=1)[S:18]([CH3:17])(=[O:20])=[O:19] |f:3.4|. Procedure details: A 11 g. portion of 3-(2,4-difluorophenylaminomethyl)pyridine was dissolved in 50 ml. of dichloromethane, and 4.6 ml. of methanesulfonyl chloride was added. The mixture was stirred at ambient temperature overnight. A solid had formed, which was filtered from the mixture. The filtrate was partially evaporated under vacuum, producing more solid which was removed and discarded. The filtrate was chromatographed over silica gel, eluting first with dichloromethane, then with dichloromethane:ethyl aceta... Starting materials: [OH-].[K+] (potasium hydroxide), C(=CCCCC)C1C(=O)OC(C1)=O (hexenyl succinic anhydride). Solvent: C(CO)O (ethyleneglycol). Run at temperature 100 celsius, time 2 hour. The product is [K+].[K+].C(=CCCCC)C(C(=O)[O-])CC(=O)[O-] (Hexenyl succinic acid dipotassium salt). RXN SMILES: [OH-:1].[K+:2].[CH:3]([CH:9]1[CH2:14][C:13](=[O:15])[O:12][C:10]1=[O:11])=[CH:4][CH2:5][CH2:6][CH2:7][CH3:8]>C(O)CO>[K+:2].[K+:2].[CH:3]([CH:9]([CH2:14][C:13]([O-:12])=[O:15])[C:10]([O-:1])=[O:11])=[CH:4][CH2:5][CH2:6][CH2:7][CH3:8] |f:0.1,4.5.6|. Reported procedure: Into a glass flask there were charged 16 grams of potasium hydroxide, 41.5 grams of ethyleneglycol and 25.5 grams of hexenyl succinic anhydride. The mixture was stirred for two hours at 100° C. Yield: 78.9 grams=98.0% of theoretical. The catalyst solution thus obtained is hygroscopic. Reactants: C[S-].[Na+] (sodium thiomethoxide), ClC1=NC=C(C=C1OC)CCl (2-chloro-5-chloromethyl-3-methoxypyridine). The solvent is C(C)O (ethanol), CCO (EtOH). Run at time 8 hour. The product is ClC1=NC=C(C=C1OC)CSC (2-chloro-3-methoxy-5-methylthiomethylpyridine). As a reaction SMILES: [CH3:1][S-:2].[Na+].[Cl:4][C:5]1[C:10]([O:11][CH3:12])=[CH:9][C:8]([CH2:13]Cl)=[CH:7][N:6]=1>C(O)C>[Cl:4][C:5]1[C:10]([O:11][CH3:12])=[CH:9][C:8]([CH2:13][S:2][CH3:1])=[CH:7][N:6]=1 |f:0.1|. Procedure details: To a suspension of sodium thiomethoxide (0.24 g, 3.5 mmol) in ethanol (10 mL) at 25° C. was added solution of 2-chloro-5-chloromethyl-3-methoxypyridine (0.55 mg, 2.9 mmol) in EtOH (4 mL). The solution was stirred overnight, after which the reaction was concentrated under vacuum. The crude reaction mixture was partitioned between H2O and Et2O and the layers separated. The aqueous phase was further extracted with Et2O (3×) and the combined organic phases dried over MgSO4 and concentrated to furnis... Reactants: O=C([O-])[O-], COC(=O)OC, [K+], [K+], O=C(O)Cc1c[nH]c2ccccc12, O=C(O)CCc1c[nH]c2ccccc12, c1ccc2[nH]ccc2c1. Yields the product Cn1ccc2ccccc21. As a reaction SMILES: [C:30](=[O:31])([O-:32])[O-:33].[CH3:10][O:11][C:12]([O:13][CH3:14])=[O:15].[K+:34].[K+:35].[OH:36][C:37]([CH2:38][c:39]1[c:40]2[c:41]([cH:42][cH:43][cH:44][cH:45]2)[nH:46][cH:47]1)=[O:48].[nH:16]1[c:17]2[c:18]([cH:19][cH:20][cH:21][cH:22]2)[c:23]([CH2:24][CH2:25][C:26]([OH:27])=[O:28])[cH:29]1.[nH:1]1[cH:2][cH:3][c:4]2[cH:5][cH:6][cH:7][cH:8][c:9]12>>[n:1]1([CH3:10])[cH:2][cH:3][c:4]2[cH:5][cH:6][cH:7][cH:8][c:9]12. The reactants are FC=1C=C(C=NO)C=CC1[N+](=O)[O-] (3-fluoro-4-nitro-benzaldehyde oxime), OC=1C(=C(C=CC1)I)OS(=O)(=O)C1=CC=C(C)C=C1 (hydroxy tosyloxy iodobenzene), C(C#C)(=O)OCC (ethyl propiolate). Solvent: C(C)#N (acetonitrile), C(C)(=O)OCC (ethyl acetate). Yields the product C(C)OC(=O)C1=CC(=NO1)C1=CC(=C(C=C1)[N+](=O)[O-])F (3-(3-Fluoro-4-nitro-phenyl)-isoxazole-5-carboxylic acid ethyl ester). Isolated yield 70.1%. As a reaction SMILES: [F:1][C:2]1[CH:3]=[C:4]([CH:8]=[CH:9][C:10]=1[N+:11]([O-:13])=[O:12])[CH:5]=[N:6][OH:7].OC1C(OS(C2C=CC(C)=CC=2)(=O)=O)=C(I)C=CC=1.[C:33]([O:37][CH2:38][CH3:39])(=[O:36])[C:34]#[CH:35]>C(#N)C.C(OCC)(=O)C>[CH2:38]([O:37][C:33]([C:34]1[O:7][N:6]=[C:5]([C:4]2[CH:8]=[CH:9][C:10]([N+:11]([O-:13])=[O:12])=[C:2]([F:1])[CH:3]=2)[CH:35]=1)=[O:36])[CH3:39]. Procedure details: To a solution of 3-fluoro-4-nitro-benzaldehyde oxime (6 g; 32.6 mmol) in acetonitrile (120 mL) was added hydroxy tosyloxy iodobenzene (16.58 g; 42.3 mmol) and ethyl propiolate (6.38 g; 65.2 mmol) under stirring. The resulting reaction mixture was stirred at 80° C. for 2-3 h. After the completion of the reaction, it was evaporated to dryness. The solid thus obtained was dissolved in ethyl acetate and washed with brine and dried over anhydrous Na2SO4. The solvent was removed and the residue was pu... Reactants: [Br-], O=C([O-])O, CC(=O)O, Cc1cc(Cl)ccc1N, [K+], [Na+], O. The product is Cc1cc(Cl)cc(Br)c1N. As a reaction SMILES: [Br-:11].[C:16](=[O:17])([OH:18])[O-:19].[CH3:12][C:13](=[O:14])[OH:15].[Cl:1][c:2]1[cH:3][c:4]([CH3:9])[c:5]([NH2:6])[cH:7][cH:8]1.[K+:10].[Na+:20].[OH2:21]>>[Cl:1][c:2]1[cH:3][c:4]([CH3:9])[c:5]([NH2:6])[c:7]([Br:11])[cH:8]1.